This data is from the Open Reaction Database (ORD), a public repository of structured organic reaction records. The task is: describe an organic reaction: reactants, conditions, products, and yield Starting materials: CCOC(=O)CCC(NC(=O)c1ccc(C=Cc2ccc3ccc4nc(C)[nH]c(=O)c4c3c2)cc1)C(=O)OCC, CC(=O)O, CCO. The product is CCOC(=O)CCC(NC(=O)c1ccc(CCc2ccc3ccc4nc(C)[nH]c(=O)c4c3c2)cc1)C(=O)OCC. As a reaction SMILES: [CH3:1][c:2]1[n:3][c:4]2[cH:5][cH:6][c:7]3[c:8]([c:9]2[c:10](=[O:12])[nH:11]1)[cH:13][c:14]([CH:17]=[CH:18][c:19]1[cH:20][cH:21][c:22]([C:23](=[O:24])[NH:25][CH:26]([CH2:27][CH2:28][C:29](=[O:30])[O:31][CH2:32][CH3:33])[C:34](=[O:35])[O:36][CH2:37][CH3:38])[cH:39][cH:40]1)[cH:15][cH:16]3.[CH3:41][C:42](=[O:43])[OH:44].[CH3:45][CH2:46][OH:47]>>[CH3:1][c:2]1[n:3][c:4]2[cH:5][cH:6][c:7]3[c:8]([c:9]2[c:10](=[O:12])[nH:11]1)[cH:13][c:14]([CH2:17][CH2:18][c:19]1[cH:20][cH:21][c:22]([C:23](=[O:24])[NH:25][CH:26]([CH2:27][CH2:28][C:29](=[O:30])[O:31][CH2:32][CH3:33])[C:34](=[O:35])[O:36][CH2:37][CH3:38])[cH:39][cH:40]1)[cH:15][cH:16]3. Reactants: CCCCO, CCCCCCN, Cl, N#C[N-]C#N, [Na+]. Product: CCCCCCNC(=N)NC#N. RXN SMILES: [CH2:15]([OH:16])[CH2:17][CH2:18][CH3:19].[CH2:2]([CH2:3][CH2:4][CH2:5][CH2:6][CH3:7])[NH2:8].[ClH:1].[N-:9]([C:10]#[N:11])[C:12]#[N:13].[Na+:14]>>[CH2:2]([CH2:3][CH2:4][CH2:5][CH2:6][CH3:7])[NH:8][C:12]([NH:9][C:10]#[N:11])=[NH:13]. Starting materials: N(C1=CC=CC=C1)C(C(=O)NC1=C(C=C(C=C1)S(N)(=O)=O)Cl)C (2-Anilino-N-(2-chloro-4-sulfamoylphenyl)-propionamide), C=O (paraformaldehyde). The solvent is C(C)O (ethanol). Yields the product CC1C(N(CN1C1=CC=CC=C1)C1=C(C=C(C=C1)S(N)(=O)=O)Cl)=O (5-Methyl-1-phenyl-3-(2-chloro-4-sulphamoylphenyl)-imidazolidin-4-one). RXN SMILES: [NH:1]([CH:8]([CH3:23])[C:9]([NH:11][C:12]1[CH:17]=[CH:16][C:15]([S:18](=[O:21])(=[O:20])[NH2:19])=[CH:14][C:13]=1[Cl:22])=[O:10])[C:2]1[CH:7]=[CH:6][CH:5]=[CH:4][CH:3]=1.[CH2:24]=O>C(O)C>[CH3:23][CH:8]1[N:1]([C:2]2[CH:3]=[CH:4][CH:5]=[CH:6][CH:7]=2)[CH2:24][N:11]([C:12]2[CH:17]=[CH:16][C:15]([S:18](=[O:21])(=[O:20])[NH2:19])=[CH:14][C:13]=2[Cl:22])[C:9]1=[O:10]. Reported procedure: 2-Anilino-N-(2-chloro-4-sulfamoylphenyl)-propionamide (3.5 g) was dissolved in ethanol (100 ml) and reacted with paraformaldehyde (0,7 g) as before to yield 1.8 g, m.p. 202°C Starting materials: C([O-])(O)=O.[Na+] (sodium bicarbonate), COC(C1=CC=C(C=C1)C=O)=O (4-formyl-benzoic acid methyl ester), C[Si](C(F)(F)F)(C)C (Trimethyl(trifluoromethyl)silane), Cl (hydrochloric acid). The reagents and catalysts are C(C)(=O)[O-].[K+] (potassium acetate). The solvent is CN(C)C=O (DMF), C(C)(=O)OCC (ethyl acetate). Reaction conditions: temperature 0 celsius, time 50 minute. The product is COC(C1=CC=C(C=C1)C(C(F)(F)F)O)=O (4-(2,2,2-trifluoro-1-hydroxy-ethyl)-benzoic acid methyl ester). The yield is 95.2%. As a reaction SMILES: [CH3:1][O:2][C:3](=[O:12])[C:4]1[CH:9]=[CH:8][C:7]([CH:10]=[O:11])=[CH:6][CH:5]=1.C[Si](C)(C)[C:15]([F:18])([F:17])[F:16].Cl.C(=O)(O)[O-].[Na+]>C(OCC)(=O)C.C([O-])(=O)C.[K+].CN(C=O)C>[CH3:1][O:2][C:3](=[O:12])[C:4]1[CH:9]=[CH:8][C:7]([CH:10]([OH:11])[C:15]([F:18])([F:17])[F:16])=[CH:6][CH:5]=1 |f:3.4,6.7|. Procedure: DMF (10 mL) was added to a reaction vessel containing 4-formyl-benzoic acid methyl ester (501.1 mg, 3.053 mmol) and potassium acetate (15.0 mg, 0.153 mmol), and the mixture was cooled to 0° C. Trimethyl(trifluoromethyl)silane (0.96 mL, 6.105 mmol) was added dropwise and the mixture was stirred for 50 minutes. 2 N hydrochloric acid (10 mL) was then added to the reaction mixture, and the mixture was stirred at room temperature overnight and then diluted with ethyl acetate. A saturated aqueous sodi... RXN SMILES: C1(S(O[CH2:11][CH2:12][N:13]2[CH2:17][C@H:16]([CH:18]([CH3:20])[CH3:19])[N:15]([C:21]3[CH:26]=[CH:25][N:24]4[N:27]=[CH:28][C:29]([C:30]5[CH:35]=[CH:34][C:33]([C:36]6[N:40]=[CH:39][N:38]([CH2:41][O:42][CH2:43][CH2:44][Si:45]([CH3:48])([CH3:47])[CH3:46])[N:37]=6)=[CH:32][CH:31]=5)=[C:23]4[N:22]=3)[C:14]2=[O:49])(=O)=O)C=CC=CC=1.[NH:50]1[CH2:54][CH2:53][CH2:52][CH2:51]1>>[CH:18]([C@H:16]1[CH2:17][N:13]([CH2:12][CH2:11][N:50]2[CH2:54][CH2:53][CH2:52][CH2:51]2)[C:14](=[O:49])[N:15]1[C:21]1[CH:26]=[CH:25][N:24]2[N:27]=[CH:28][C:29]([C:30]3[CH:31]=[CH:32][C:33]([C:36]4[N:40]=[CH:39][N:38]([CH2:41][O:42][CH2:43][CH2:44][Si:45]([CH3:48])([CH3:47])[CH3:46])[N:37]=4)=[CH:34][CH:35]=3)=[C:23]2[N:22]=1)([CH3:19])[CH3:20]. Yields the product C(C)(C)[C@@H]1N(C(N(C1)CCN1CCCC1)=O)C1=NC=2N(C=C1)N=CC2C2=CC=C(C=C2)C2=NN(C=N2)COCC[Si](C)(C)C ((S)-4-isopropyl-1-(2-(pyrrolidin-1-yl)ethyl)-3-(3-(4-(1-((2-(trimethylsilyl)ethoxy)methyl)-1H-1,2,4-triazol-3-yl)phenyl)pyrazolo[1,5-a]pyrimidin-5-yl)imidazolidin-2-one). Procedure details: To the crude (S)-2-(4-isopropyl-2-oxo-3-(3-(4-(1-((2-(trimethylsilyl)ethoxy)methyl)-1H-1,2,4-triazol-3-yl)phenyl)pyrazolo[1,5-a]pyrimidin-5-yl)imidazolidin-1-yl)ethyl benzenesulfonate from step 1 (5 mL, 0.051 g, 0.071 mmol) was added pyrrolidine (2 mL) and the reaction stirred overnight at ambient temperature. The reaction was concentrated in vacuo and the material taken up in dichloromethane and washed with 1N NaOH. The combined organic layers were concentrated in vacuo and the residue chromato... Reactants: C1(=CC=CC=C1)S(=O)(=O)OCCN1C(N([C@H](C1)C(C)C)C1=NC=2N(C=C1)N=CC2C2=CC=C(C=C2)C2=NN(C=N2)COCC[Si](C)(C)C)=O ((S)-2-(4-isopropyl-2-oxo-3-(3-(4-(1-((2-(trimethylsilyl)ethoxy)methyl)-1H-1,2,4-triazol-3-yl)phenyl)pyrazolo[1,5-a]pyrimidin-5-yl)imidazolidin-1-yl)ethyl benzenesulfonate), N1CCCC1 (pyrrolidine). Run at time 8 hour. Yield: 95.0%.